From a dataset of the Open Reaction Database (ORD), a public repository of structured organic reaction records. describe an organic reaction: reactants, conditions, products, and yield As a reaction SMILES: [CH3:17][c:18]1[cH:19][cH:20][c:21]2[c:31]([cH:32]1)[CH:25]1[N:24]([CH2:23][CH2:22]2)[CH2:30][CH2:29][C:27](=[O:28])[CH2:26]1.[CH4:38].[NH2:1][CH:2]1[CH2:3][CH2:4][N:5]2[CH2:6][CH2:7][c:8]3[c:9]([cH:12][c:13]([CH3:16])[cH:14][cH:15]3)[CH:10]2[CH2:11]1.[S:33](=[O:34])(=[O:35])([Cl:36])[Cl:37]>>[NH:1]([CH:2]1[CH2:3][CH2:4][N:5]2[CH2:6][CH2:7][c:8]3[c:9]([cH:12][c:13]([CH3:16])[cH:14][cH:15]3)[CH:10]2[CH2:11]1)[S:33](=[O:34])(=[O:35])[CH3:38]. Starting materials: Cc1ccc2c(c1)C1CC(=O)CCN1CC2, C, Cc1ccc2c(c1)C1CC(N)CCN1CC2, O=S(=O)(Cl)Cl. Product: Cc1ccc2c(c1)C1CC(NS(C)(=O)=O)CCN1CC2. Starting materials: C=C1CCOC(c2ccccc2)C1, CCO, CC1=CC(c2ccccc2)OCC1, O=Cc1ccccc1. Yields the product CC1CCOC(c2ccccc2)C1. As a reaction SMILES: [CH2:14]=[C:15]1[CH2:16][CH2:17][O:18][CH:19]([c:20]2[cH:21][cH:22][cH:23][cH:24][cH:25]2)[CH2:26]1.[CH2:35]([OH:36])[CH3:37].[CH3:1][C:2]1=[CH:3][CH:4]([c:8]2[cH:9][cH:10][cH:11][cH:12][cH:13]2)[O:5][CH2:6][CH2:7]1.[CH:27]([c:28]1[cH:29][cH:30][cH:31][cH:32][cH:33]1)=[O:34]>>[CH3:1][CH:2]1[CH2:3][CH:4]([c:8]2[cH:9][cH:10][cH:11][cH:12][cH:13]2)[O:5][CH2:6][CH2:7]1. Starting materials: COc1c(C)c(C=O)c(OC)c(OC)c1OC, [Cl-], [Cl-], [Cl-], [NH4+], C1CCOC1, COc1c(C)c(C(O)c2ccc(C(=O)O)cc2)c(OC)c(OC)c1OC, [Zn+2]. Product: COC(=O)c1ccc(C(O)c2c(C)c(OC)c(OC)c(OC)c2OC)cc1. As a reaction SMILES: [CH3:27][O:28][c:29]1[c:30]([O:31][CH3:32])[c:33]([O:34][CH3:35])[c:36]([O:37][CH3:38])[c:39]([CH3:40])[c:41]1[CH:42]=[O:43].[Cl-:44].[Cl-:51].[Cl-:53].[NH4+:45].[O:46]1[CH2:47][CH2:48][CH2:49][CH2:50]1.[OH:1][CH:2]([c:3]1[cH:4][cH:5][c:6]([C:7](=[O:8])[OH:9])[cH:10][cH:11]1)[c:12]1[c:13]([O:25][CH3:26])[c:14]([O:23][CH3:24])[c:15]([O:21][CH3:22])[c:16]([O:19][CH3:20])[c:17]1[CH3:18].[Zn+2:52]>>[OH:1][CH:2]([c:3]1[cH:4][cH:5][c:6]([C:7]([O:8][CH3:27])=[O:9])[cH:10][cH:11]1)[c:12]1[c:13]([O:25][CH3:26])[c:14]([O:23][CH3:24])[c:15]([O:21][CH3:22])[c:16]([O:19][CH3:20])[c:17]1[CH3:18].